From a dataset of the Open Reaction Database (ORD), a public repository of structured organic reaction records. describe an organic reaction: reactants, conditions, products, and yield The reactants are CN(C=O)C (dimethylformamide), O=P(Cl)(Cl)Cl (POCl3), N(C1=CC=CC=C1)\C(=C/C(=O)OCC)\C (ethyl β-anilinocrotonate). Solvent: C(Cl)Cl (methylene chloride), C(Cl)Cl (methylene chloride), C(C)(=O)OCC (ethyl acetate). Conditions: time 3 hour. Yields the product CC1=NC2=CC=CC=C2C=C1C(=O)OCC (Ethyl 2-methylquinoline-3-carboxylate). Isolated yield 58.1%. As a reaction SMILES: [CH3:1]N(C)C=O.O=P(Cl)(Cl)Cl.[NH:11](/[C:18](/[CH3:25])=[CH:19]\[C:20]([O:22][CH2:23][CH3:24])=[O:21])[C:12]1[CH:17]=[CH:16][CH:15]=[CH:14][CH:13]=1>C(Cl)Cl.C(OCC)(=O)C>[CH3:25][C:18]1[C:19]([C:20]([O:22][CH2:23][CH3:24])=[O:21])=[CH:1][C:17]2[C:12](=[CH:13][CH:14]=[CH:15][CH:16]=2)[N:11]=1. Procedure: A solution of 140 g of dimethylformamide (1.92 mole ) in 500 mL of methylene chloride is mechanically stirred under a condenser/scrubber in an ice bath while 295 g of POCl3 (1.92 mol) is added dropwise over a 40 minute period. The reaction is stirred for a further 3 hour period, during which time the bath temperature is allowed to warm to room temperature. The reaction is then diluted with 2 L of methylene chloride, cooled in an ice bath, and treated dropwise with 394 g of ethyl β-anilinocrotona... As a reaction SMILES: C([N+](CCCC)(CCCC)CCCC)CCC.[P:18]([O:22][CH2:23][C@@H:24]1[C@@H:28]([O:29][P:30]([O:33][CH2:34][C@@H:35]2[C@@H:39]([OH:40])[C@@H:38]([OH:41])[C@H:37]([N:42]3[CH:50]=[N:49][C:48]4[C:43]3=[N:44][CH:45]=[N:46][C:47]=4[NH2:51])[O:36]2)([OH:32])=[O:31])[CH2:27][C@H:26]([N:52]2[CH:57]=[CH:56][C:55]([NH2:58])=[N:54][C:53]2=[O:59])[O:25]1)([OH:21])([OH:20])=[O:19].[C:60]([O:64][C:65]([NH:67][C@@H:68]([CH2:75][CH2:76][CH2:77][CH2:78][NH:79][C:80](=[O:97])[C@@H:81]([NH:89][C:90]([O:92][C:93]([CH3:96])([CH3:95])[CH3:94])=[O:91])[CH2:82][S:83][S:84][C:85]([CH3:88])([CH3:87])[CH3:86])[C:69](OCC#N)=[O:70])=[O:66])([CH3:63])([CH3:62])[CH3:61]>O.O1CCCC1>[C:60]([O:64][C:65]([NH:67][C@H:68]([CH2:75][CH2:76][CH2:77][CH2:78][NH:79][C:80](=[O:97])[C@@H:81]([NH:89][C:90]([O:92][C:93]([CH3:96])([CH3:95])[CH3:94])=[O:91])[CH2:82][S:83][S:84][C:85]([CH3:86])([CH3:87])[CH3:88])[C:69]([O:40][C@H:39]1[C@@H:38]([OH:41])[C@H:37]([N:42]2[CH:50]=[N:49][C:48]3[C:43]2=[N:44][CH:45]=[N:46][C:47]=3[NH2:51])[O:36][C@H:35]1[CH2:34][O:33][P:30]([O:29][C@H:28]1[CH2:27][C@H:26]([N:52]2[CH:57]=[CH:56][C:55]([NH2:58])=[N:54][C:53]2=[O:59])[O:25][C@@H:24]1[CH2:23][O:22][P:18]([OH:21])([OH:20])=[O:19])([OH:32])=[O:31])=[O:70])=[O:66])([CH3:61])([CH3:62])[CH3:63] |f:0.1|. Procedure details: A solution of ((2R,3S,5R)-5-(4-amino-2-oxopyrimidin-1(2H)-yl)-3-(((((2R,3S,4R,5R)-5-(6-amino-9H-purin-9-yl)-3,4-dihydroxytetrahydrofuran-2-yl)methoxy) (hydroxy)phosphoryl)oxy)tetrahydrofuran-2-yl)methyl dihydrogenphosphate (Compound 1h) (37.9 mg, 0.060 mmol) in water (0.3 mL) and a solution of (S)-cyanomethyl 2-((tert-butoxycarbonyl)amino)-6-((R)-2-((tert-butoxycarbonyl)amino)-3-(tert-butyldisulfanyl)propanamido)hexanoate (Compound 53) (103 mg, 0.179 mmol) in tetrahydrofuran (0.3 mL) were added ... Yields the product C(C)(C)(C)OC(=O)N[C@@H](C(=O)O[C@@H]1[C@@H](O[C@H]([C@@H]1O)N1C2=NC=NC(=C2N=C1)N)COP(=O)(O)O[C@@H]1[C@H](O[C@H](C1)N1C(N=C(C=C1)N)=O)COP(=O)(O)O)CCCCNC([C@H](CSSC(C)(C)C)NC(=O)OC(C)(C)C)=O ((2S)-(2R,3S,4R,5R)-2-((((((2R,3S,5R)-5-(4-amino-2-oxopyrimidin-1(2H)-yl)-2-((phosphonooxy)methyl)tetrahydrofuran-3-yl)oxy)(hydroxy)phosphoryl)oxy)methyl)-5-(6-amino-9H-purin-9-yl)-4-hydroxytetrahydrofuran-3-yl 2-((tert-butoxycarbonyl)amino)-6-((R)-2-((tert-butoxycarbonyl)amino)-3-(tert-butyldisulfanyl)propanamido)hexanoate). Reaction conditions: time 2 hour. Starting materials: C(CCC)[N+](CCCC)(CCCC)CCCC.P(=O)(O)(O)OC[C@H]1O[C@H](C[C@@H]1OP(=O)(O)OC[C@H]1O[C@H]([C@@H]([C@@H]1O)O)N1C2=NC=NC(=C2N=C1)N)N1C(N=C(C=C1)N)=O (((2R,3S,5R)-5-(4-Amino-2-oxopyrimidin-1(2H)-yl)-3-(((((2R,3S,4R,5R)-5-(6-amino-9H-purin-9-yl)-3,4-dihydroxytetrahydrofuran-2-yl)methoxy)(hydroxy)phosphoryl)oxy)tetrahydrofuran-2-yl)methyl dihydrogenphosphate tetrabutylammonium salt), C(CCC)[N+](CCCC)(CCCC)CCCC.P(=O)(O)(O)OC[C@H]1O[C@H](C[C@@H]1OP(=O)(O)OC[C@H]1O[C@H]([C@@H]([C@@H]1O)O)N1C2=NC=NC(=C2N=C1)N)N1C(N=C(C=C1)N)=O (((2R,3S,5R)-5-(4-Amino-2-oxopyrimidin-1(2H)-yl)-3-(((((2R,3S,4R,5R)-5-(6-amino-9H-purin-9-yl)-3,4-dihydroxytetrahydrofuran-2-yl)methoxy)(hydroxy)phosphoryl)oxy)tetrahydrofuran-2-yl)methyl dihydrogenphosphate tetrabutylammonium salt), C(C)(C)(C)OC(=O)N[C@H](C(=O)OCC#N)CCCCNC([C@H](CSSC(C)(C)C)NC(=O)OC(C)(C)C)=O ((S)-cyanomethyl 2-((tert-butoxycarbonyl)amino)-6-((R)-2-((tert-butoxycarbonyl)amino)-3-(tert-butyldisulfanyl)propanamido)hexanoate), C(C)(C)(C)OC(=O)N[C@H](C(=O)OCC#N)CCCCNC([C@H](CSSC(C)(C)C)NC(=O)OC(C)(C)C)=O ((S)-cyanomethyl 2-((tert-butoxycarbonyl)amino)-6-((R)-2-((tert-butoxycarbonyl)amino)-3-(tert-butyldisulfanyl)propanamido)hexanoate). The solvent is O (water), O1CCCC1 (tetrahydrofuran). Yield: 17.3%. Starting materials: C=O (paraformaldehyde), C1(=CC=CC=C1)O (phenol), C(C)(=O)OC(C)=O (acetic anhydride), C(C)(=O)OC(C)=O (acetic anhydride). The solvent is C1(=CC=CC=C1)C (toluene). Yields the product C(C)(=O)OC1=CC=CC=C1 (phenyl acetate). As a reaction SMILES: C=O.[C:3]([O:6][C:7](=[O:9])[CH3:8])(=O)[CH3:4].[C:10]1(O)[CH:15]=CC=[CH:12][CH:11]=1>C1(C)C=CC=CC=1>[C:7]([O:6][C:3]1[CH:12]=[CH:11][CH:10]=[CH:15][CH:4]=1)(=[O:9])[CH3:8]. Procedure: In order to fully achieve the objects of this invention and optimize the formation of paraformaldehyde, it is essential that acetic anhydride be metered into the reaction mixture at a rate such that there is sufficient acetic anhydride present to selectively react with one of the toluene oxidation products, (phenol) to give phenyl acetate but not enough acetic anhydride to convert the other oxidation product (formaldehyde) to methylene diacetate, under reaction conditions. This may conveniently ... Starting materials: ClC1=C(C(=C(C=C1C)OC)C)C1=CC=C(C=2N=CC=NC12)C(=O)O (8-(2-chloro-5-methoxy-3,6-dimethyl-phenyl)-quinoxaline-5-carboxylic acid), Cl.C(C)N1CCN(CC1)CC=1C=CC(=NC1)N (5-(4-ethyl-piperazin-1-ylmethyl)-pyridin-2-ylamine hydrochloride). Conditions: time 20 hour. Product: C(C)N1CCN(CC1)CC=1C=CC(=NC1)NC(=O)C=1C=2N=CC=NC2C(=CC1)C1=C(C(=CC(=C1C)OC)C)Cl (8-(2-Chloro-5-methoxy-3,6-dimethyl-phenyl)-quinoxaline-5-carboxylic acid [5-(4-ethyl-piperazin-1-ylmethyl)-pyridin-2-yl]-amide). Reaction SMILES: [Cl:1][C:2]1[C:7]([CH3:8])=[CH:6][C:5]([O:9][CH3:10])=[C:4]([CH3:11])[C:3]=1[C:12]1[C:21]2[N:20]=[CH:19][CH:18]=[N:17][C:16]=2[C:15]([C:22]([OH:24])=O)=[CH:14][CH:13]=1.Cl.[CH2:26]([N:28]1[CH2:33][CH2:32][N:31]([CH2:34][C:35]2[CH:36]=[CH:37][C:38]([NH2:41])=[N:39][CH:40]=2)[CH2:30][CH2:29]1)[CH3:27]>>[CH2:26]([N:28]1[CH2:29][CH2:30][N:31]([CH2:34][C:35]2[CH:36]=[CH:37][C:38]([NH:41][C:22]([C:15]3[C:16]4[N:17]=[CH:18][CH:19]=[N:20][C:21]=4[C:12]([C:3]4[C:4]([CH3:11])=[C:5]([O:9][CH3:10])[CH:6]=[C:7]([CH3:8])[C:2]=4[Cl:1])=[CH:13][CH:14]=3)=[O:24])=[N:39][CH:40]=2)[CH2:32][CH2:33]1)[CH3:27] |f:1.2|. Procedure: The title compound was prepared in analogy to the procedure described in Step 14.1 but using 8-(2-chloro-5-methoxy-3,6-dimethyl-phenyl)-quinoxaline-5-carboxylic acid (Step 98.1), 5-(4-ethyl-piperazin-1-ylmethyl)-pyridin-2-ylamine hydrochloride (Step 26.1) and stirring the reaction mixture for 20 h at rt. The crude product was purified by silica gel column chromatography (DCM/MeOH/NH3aq, 94:5:1). Title compound: ESI-MS: 545.0 [M+H]+; tR=3.91 min (System 1); TLC: Rf=0.23 (DCM/MeOH/NH3aq, 94:5:1). The reactants are C1CCOC1, COc1cc2c(Cl)ncnc2cc1OCCCN1CCOCC1, O=C1Cc2ccc(F)cc2N1, [H-], [Na+], CN(C)C=O. Product: Cl, COc1cc2c(C3C(=O)Nc4cc(F)ccc43)ncnc2cc1OCCCN1CCOCC1. As a reaction SMILES: [CH2:42]1[O:43][CH2:44][CH2:45][CH2:46]1.[Cl:14][c:15]1[n:16][cH:17][n:18][c:19]2[cH:20][c:21]([O:27][CH2:28][CH2:29][CH2:30][N:31]3[CH2:32][CH2:33][O:34][CH2:35][CH2:36]3)[c:22]([O:25][CH3:26])[cH:23][c:24]12.[F:1][c:2]1[cH:3][cH:4][c:5]2[c:9]([cH:10]1)[NH:8][C:7](=[O:11])[CH2:6]2.[H-:12].[Na+:13].[O:37]=[CH:38][N:39]([CH3:40])[CH3:41]>>[ClH:14].[F:1][c:2]1[cH:3][cH:4][c:5]2[c:9]([cH:10]1)[NH:8][C:7](=[O:11])[CH:6]2[c:15]1[n:16][cH:17][n:18][c:19]2[cH:20][c:21]([O:27][CH2:28][CH2:29][CH2:30][N:31]3[CH2:32][CH2:33][O:34][CH2:35][CH2:36]3)[c:22]([O:25][CH3:26])[cH:23][c:24]12.